Dataset: the Open Reaction Database (ORD), a public repository of structured organic reaction records. Task: describe an organic reaction: reactants, conditions, products, and yield Starting materials: FC1=C(C=CC(=C1F)F)NC([S-])=S.C(C)[NH+](CC)CC (Triethylammonium N-(2,3,4-trifluorophenyl)dithiocarbamate), C(C)(=O)OCC(=O)CCl (1-acetoxy-3-chloroacetone). Solvent: C(Cl)Cl (methylene chloride). Run at time 10 minute. Yields the product FC1=C(C=CC(=C1F)F)NC(SCC(COC(C)=O)=O)=S (3-acetoxy-2-oxopropyl N-(2,3,4-trifluorophenyl)dithiocarbamate). Yield: 64.0%. RXN SMILES: [F:1][C:2]1[C:7]([F:8])=[C:6]([F:9])[CH:5]=[CH:4][C:3]=1[NH:10][C:11](=[S:13])[S-:12].C([NH+](CC)CC)C.[C:21]([O:24][CH2:25][C:26]([CH2:28]Cl)=[O:27])(=[O:23])[CH3:22]>C(Cl)Cl>[F:1][C:2]1[C:7]([F:8])=[C:6]([F:9])[CH:5]=[CH:4][C:3]=1[NH:10][C:11](=[S:12])[S:13][CH2:28][C:26](=[O:27])[CH2:25][O:24][C:21](=[O:23])[CH3:22] |f:0.1|. Procedure details: Triethylammonium N-(2,3,4-trifluorophenyl)dithiocarbamate (2.15 g) prepared in the same manner as in Reference Example 1 was added to methylene chloride (30 ml) and thereto 1-acetoxy-3-chloroacetone (1.0 g) was added dropwise at 2° to 7° C. with stirring over a period of 10 minutes. The mixture was stirred for 20 minutes and washed with 3N hydrochloric acid and then with water. The organic layer was dried over anhydrous magnesium sulfate and then the solvent was distilled off under reduced press... Reactants: C[Si](C)(C)CCOCn1cnc(-c2cc(C(Cl)Cl)c([N+](=O)[O-])s2)n1, O. The product is C[Si](C)(C)CCOCn1cnc(-c2cc(C=O)c([N+](=O)[O-])s2)n1. As a reaction SMILES: [Cl:1][CH:2]([c:3]1[cH:4][c:5](-[c:11]2[n:12][n:13]([CH2:16][O:17][CH2:18][CH2:19][Si:20]([CH3:21])([CH3:22])[CH3:23])[cH:14][n:15]2)[s:6][c:7]1[N+:8](=[O:9])[O-:10])[Cl:24].[OH2:25]>>[CH:2]([c:3]1[cH:4][c:5](-[c:11]2[n:12][n:13]([CH2:16][O:17][CH2:18][CH2:19][Si:20]([CH3:21])([CH3:22])[CH3:23])[cH:14][n:15]2)[s:6][c:7]1[N+:8](=[O:9])[O-:10])=[O:25]. The reactants are BrC1=COC=C1 (3-bromofuran), C(C)(=O)C1=C(N=C(O1)CC)C (5-acetyl-2-ethyl-4-methyloxazole). Product: C(C)C=1OC(=C(N1)C)C(C)(O)C1=COC=C1 (1-(2-Ethyl-4-methyl-5-oxazolyl)-1-(3-furyl)ethanol). As a reaction SMILES: Br[C:2]1[CH:6]=[CH:5][O:4][CH:3]=1.[C:7]([C:10]1[O:14][C:13]([CH2:15][CH3:16])=[N:12][C:11]=1[CH3:17])(=[O:9])[CH3:8]>>[CH2:15]([C:13]1[O:14][C:10]([C:7]([C:2]2[CH:6]=[CH:5][O:4][CH:3]=2)([OH:9])[CH3:8])=[C:11]([CH3:17])[N:12]=1)[CH3:16]. Procedure details: Starting with 3-bromofuran and 5-acetyl-2-ethyl-4-methyloxazole and following the general method of Example 4 the title compound was prepared. Starting materials: C(C)(C)C1=C(C(=CC=C1)C(C)C)N1N=NN(C1=O)C(C)C (1-(2,6-diisopropylphenyl)-4-isopropyl-5-oxo-2-tetrazoline), COC1=CC=C(C=C1)P1(SP(S1)(C1=CC=C(C=C1)OC)=S)=S (2,4-bis-(4-methoxyphenyl)-1,3-dithia-2,4-diphosphetane-2,4-disulfide). Solvent: C1(=CC=CC=C1)C (toluene). Yields the product C(C)(C)C1=C(C(=CC=C1)C(C)C)N1N=NN(C1=S)C(C)C (1-(2,6-diisopropylphenyl)-4-isopropyl-5-thioxo-2-tetrazoline). Yield: 109.4%. RXN SMILES: [CH:1]([C:4]1[CH:9]=[CH:8][CH:7]=[C:6]([CH:10]([CH3:12])[CH3:11])[C:5]=1[N:13]1[C:17](=O)[N:16]([CH:19]([CH3:21])[CH3:20])[N:15]=[N:14]1)([CH3:3])[CH3:2].COC1C=CC(P2(=S)SP(=S)(C3C=CC(OC)=CC=3)[S:31]2)=CC=1>C1(C)C=CC=CC=1>[CH:1]([C:4]1[CH:9]=[CH:8][CH:7]=[C:6]([CH:10]([CH3:12])[CH3:11])[C:5]=1[N:13]1[C:17](=[S:31])[N:16]([CH:19]([CH3:21])[CH3:20])[N:15]=[N:14]1)([CH3:3])[CH3:2]. Procedure: A mixture of 5.6 g of 1-(2,6-diisopropylphenyl)-4-isopropyl-5-oxo-2-tetrazoline and 5.1 g of 2,4-bis-(4-methoxyphenyl)-1,3-dithia-2,4-diphosphetane-2,4-disulfide (Lawesson's reagent) are heated at reflux for 24 hours in 60 ml of dry toluene. After evaporating off the solvent, the residue is purified by chromatography on 500 g of silica gel with hexane/ethyl acetate (19:1) as eluant. Crystallisation from hexane yields 4.2 g of 1-(2,6-diisopropylphenyl)-4-isopropyl-5-thioxo-2-tetrazoline in the fo... The product is COc1cc(C2c3cc4c(cc3C(O)CC2C(=O)O)OCO4)cc(OC)c1OC. Reactants: [BH4-], COc1cc(C2c3cc4c(cc3C(=O)CC2C(=O)O)OCO4)cc(OC)c1OC, [Na+]. As a reaction SMILES: [BH4-:30].[CH2:1]1[O:2][c:3]2[cH:4][c:5]3[c:10]([cH:11][c:12]2[O:13]1)[CH:9]([c:14]1[cH:15][c:16]([O:24][CH3:25])[c:17]([O:22][CH3:23])[c:18]([O:20][CH3:21])[cH:19]1)[CH:8]([C:26](=[O:27])[OH:28])[CH2:7][C:6]3=[O:29].[Na+:31]>>[CH2:1]1[O:2][c:3]2[cH:4][c:5]3[c:10]([cH:11][c:12]2[O:13]1)[CH:9]([c:14]1[cH:15][c:16]([O:24][CH3:25])[c:17]([O:22][CH3:23])[c:18]([O:20][CH3:21])[cH:19]1)[CH:8]([C:26](=[O:27])[OH:28])[CH2:7][CH:6]3[OH:29]. The reactants are I[Si](C)(C)C (iodotrimethylsilane), C(C)(C)(C)OC(=O)NCC(=O)O[C@H]1C(OC=2C=C(C=3C(C=4C=C5C(=NC4N(C3C2[C@H]1OC(C)=O)C)C=CC=C5)=O)OC)(C)C ((±)-cis-1-(Acetyloxy)-6-methoxy-3,3,14-trimethyl-7-oxo-2,3,7,14-tetrahydro-1H-benzo[b]chromeno[6,5-g][1,8]naphthyridin-2-yl [(tert-butoxycarbonyl)amino]acetate). Run in C(Cl)(Cl)Cl (chloroform). Reaction conditions: time 5 minute. Product: NCC(=O)O[C@H]1C(OC=2C=C(C=3C(C=4C=C5C(=NC4N(C3C2[C@H]1OC(C)=O)C)C=CC=C5)=O)OC)(C)C ((±)-cis-1-(Acetyloxy)-6methoxy-3,3,14-trimethyl-7-oxo-2,3,7,14-tetrahydro-1H-benzo[b]chromeno[6,5-g][1,8]naphthyridin-2-yl aminoacetate). Reaction SMILES: I[Si](C)(C)C.C(OC([NH:13][CH2:14][C:15]([O:17][C@@H:18]1[C@H:35]([O:36][C:37](=[O:39])[CH3:38])[C:34]2[C:33]3[N:32]([CH3:40])[C:31]4[N:30]=[C:29]5[CH:41]=[CH:42][CH:43]=[CH:44][C:28]5=[CH:27][C:26]=4[C:25](=[O:45])[C:24]=3[C:23]([O:46][CH3:47])=[CH:22][C:21]=2[O:20][C:19]1([CH3:49])[CH3:48])=[O:16])=O)(C)(C)C>C(Cl)(Cl)Cl>[NH2:13][CH2:14][C:15]([O:17][C@@H:18]1[C@H:35]([O:36][C:37](=[O:39])[CH3:38])[C:34]2[C:33]3[N:32]([CH3:40])[C:31]4[N:30]=[C:29]5[CH:41]=[CH:42][CH:43]=[CH:44][C:28]5=[CH:27][C:26]=4[C:25](=[O:45])[C:24]=3[C:23]([O:46][CH3:47])=[CH:22][C:21]=2[O:20][C:19]1([CH3:49])[CH3:48])=[O:16]. Procedure: Add 0.14 μl of iodotrimethylsilane to a solution, at ambient temperature, of 0.1 mmol of the compound of Example 10 in 1 ml of chloroform. The reaction mixture is stirred for 5 min. at ambient temperature and then evaporated to dryness under reduced pressure. Chromatography on silica gel (dichloromethane/methanol:85/15) allows the expected product to be isolated. The reactants are NC=1C=C(OC2=C3C(=NC=C2)NC(N3)=O)C=CC1 (7-(3-aminophenoxy)-1H-imidazo[4,5-b]pyridin-2(3H)-one), FC(C=1C=C(C=CC1)S(=O)(=O)Cl)(F)F (3-(trifluoromethyl)benzenesulfonyl chloride). Product: O=C1NC=2C(=NC=CC2OC=2C=C(C=CC2)NS(=O)(=O)C2=CC(=CC=C2)C(F)(F)F)N1 (N-(3-(2-oxo-2,3-dihydro-1H-imidazo[4,5-b]pyridin-7-yloxy)phenyl)-3-(trifluoromethyl)benzenesulfonamide). The yield is 72.0%. Reaction SMILES: [NH2:1][C:2]1[CH:3]=[C:4]([CH:16]=[CH:17][CH:18]=1)[O:5][C:6]1[CH:11]=[CH:10][N:9]=[C:8]2[NH:12][C:13](=[O:15])[NH:14][C:7]=12.[F:19][C:20]([F:32])([F:31])[C:21]1[CH:22]=[C:23]([S:27](Cl)(=[O:29])=[O:28])[CH:24]=[CH:25][CH:26]=1>>[O:15]=[C:13]1[NH:12][C:8]2=[N:9][CH:10]=[CH:11][C:6]([O:5][C:4]3[CH:3]=[C:2]([NH:1][S:27]([C:23]4[CH:24]=[CH:25][CH:26]=[C:21]([C:20]([F:19])([F:31])[F:32])[CH:22]=4)(=[O:29])=[O:28])[CH:18]=[CH:17][CH:16]=3)=[C:7]2[NH:14]1. Procedure details: Method K was used with 7-(3-aminophenoxy)-1H-imidazo[4,5-b]pyridin-2(3H)-one and 3-(trifluoromethyl)benzenesulfonyl chloride to afford the title compound as an off-white solid (42 mg, 72%). 1H-NMR (δ, ppm, DMSO-d6): 6.19 (d, 1H, HPy,5, J=5.5 Hz), 6.78 (s, 1H, Harom), 6.86 (d, 1H, Harom, J=8.0 Hz), 6.98 (d, 1H, Harom, J=7.5 Hz), 7.31-7.35 (m, 1H, Harom), 7.74 (d, 1H, HPy,6, J=5.5 Hz), 7.82-7.85 (m, 1H, Harom), 7.96-8.06 (m, 4H, Harom), 10.57 (s, 1H, NHSO2), 11.13 (s, 1H, NHPy3), 11.39 (s, 1H, NHP...